Task: describe an organic reaction: reactants, conditions, products, and yield. Dataset: the Open Reaction Database (ORD), a public repository of structured organic reaction records The reactants are COc1cc(C=O)ccc1C(=O)O, C1CCOC1, COC(=O)C=P(c1ccccc1)(c1ccccc1)c1ccccc1. Yields the product COC(=O)C=Cc1ccc(C(=O)O)c(OC)c1. RXN SMILES: [CH:1](=[O:2])[c:3]1[cH:4][c:5]([O:12][CH3:13])[c:6]([C:7](=[O:8])[OH:9])[cH:10][cH:11]1.[O:38]1[CH2:39][CH2:40][CH2:41][CH2:42]1.[c:14]1([P:15]([c:16]2[cH:17][cH:18][cH:19][cH:20][cH:21]2)([c:22]2[cH:23][cH:24][cH:25][cH:26][cH:27]2)=[CH:33][C:34](=[O:35])[O:36][CH3:37])[cH:28][cH:29][cH:30][cH:31][cH:32]1>>[CH:1]([c:3]1[cH:4][c:5]([O:12][CH3:13])[c:6]([C:7](=[O:8])[OH:9])[cH:10][cH:11]1)=[CH:33][C:34](=[O:35])[O:36][CH3:37].